From a dataset of the Open Reaction Database (ORD), a public repository of structured organic reaction records. describe an organic reaction: reactants, conditions, products, and yield Starting materials: C(CC)OCC1=CC=C(COC=2C=CC3=C(C=C(CCS3(=O)=O)C(=O)OC)C2)C=C1 (methyl 7-[[4-(propoxymethyl)benzyl]oxy]-1,1-dioxo-2,3-dihydro-1-benzothiepine-4-carboxylate), C([O-])([O-])=O.[K+].[K+] (potassium carbonate). Run in C1CCOC1.CO (THF methanol). Conditions: temperature 60 celsius, time 2 day. Product: C(CC)OCC1=CC=C(COC=2C=CC3=C(C=C(CCS3(=O)=O)C(=O)O)C2)C=C1 (7-[[4-(propoxymethyl)benzyl]oxy]-1,1-dioxo-2,3-dihydro-1-benzothiepine-4-carboxylic acid). Yield: 38.2%. RXN SMILES: [CH2:1]([O:4][CH2:5][C:6]1[CH:30]=[CH:29][C:9]([CH2:10][O:11][C:12]2[CH:13]=[CH:14][C:15]3[S:21](=[O:23])(=[O:22])[CH2:20][CH2:19][C:18]([C:24]([O:26]C)=[O:25])=[CH:17][C:16]=3[CH:28]=2)=[CH:8][CH:7]=1)[CH2:2][CH3:3].C(=O)([O-])[O-].[K+].[K+]>C1COCC1.CO>[CH2:1]([O:4][CH2:5][C:6]1[CH:7]=[CH:8][C:9]([CH2:10][O:11][C:12]2[CH:13]=[CH:14][C:15]3[S:21](=[O:22])(=[O:23])[CH2:20][CH2:19][C:18]([C:24]([OH:26])=[O:25])=[CH:17][C:16]=3[CH:28]=2)=[CH:29][CH:30]=1)[CH2:2][CH3:3] |f:1.2.3,4.5|. Procedure: Into a solution of methyl 7-[[4-(propoxymethyl)benzyl]oxy]-1,1-dioxo-2,3-dihydro-1-benzothiepine-4-carboxylate (1.15 g) in THF/methanol (10/5 ml) was added at room temperature an aqueous solution (2.1 ml) of potassium carbonate (622 mg), and the resulting mixture was stirred at 60° C. for 2 days. After cooling to room temperature, the reaction mixture was extracted with ethyl acetate. To the aqueous layer was added 1 N hydrochloric acid until the pH was adjusted to 2-3, and the resulting mixture... Starting materials: Cc1ccc(C(=O)O)cc1B1OC(C)(C)C(C)(C)O1, CN(C(=O)OC(C)(C)C)C(=O)c1c(-c2ccc(F)cc2)nn2c(F)cc(Cl)cc12, [Na+], [Na+], O=C([O-])[O-], C1COCCO1, O. The product is Cc1ccc(C(=O)O)cc1-c1cc(F)n2nc(-c3ccc(F)cc3)c(C(=O)N(C)C(=O)OC(C)(C)C)c2c1. RXN SMILES: [CH3:30][c:31]1[c:32]([B:40]2[O:41][C:42]([CH3:43])([CH3:44])[C:45]([CH3:46])([CH3:47])[O:48]2)[cH:33][c:34]([C:35](=[O:36])[OH:37])[cH:38][cH:39]1.[Cl:1][c:2]1[cH:3][c:4]2[n:5]([c:6]([F:8])[cH:7]1)[n:9][c:10](-[c:23]1[cH:24][cH:25][c:26]([F:29])[cH:27][cH:28]1)[c:11]2[C:12](=[O:13])[N:14]([C:15]([O:16][C:17]([CH3:18])([CH3:19])[CH3:20])=[O:21])[CH3:22].[Na+:49].[Na+:50].[O-:51][C:52](=[O:53])[O-:54].[O:55]1[CH2:56][CH2:57][O:58][CH2:59][CH2:60]1.[OH2:61]>>[c:2]1(-[c:32]2[c:31]([CH3:30])[cH:39][cH:38][c:34]([C:35](=[O:36])[OH:37])[cH:33]2)[cH:3][c:4]2[n:5]([c:6]([F:8])[cH:7]1)[n:9][c:10](-[c:23]1[cH:24][cH:25][c:26]([F:29])[cH:27][cH:28]1)[c:11]2[C:12](=[O:13])[N:14]([C:15]([O:16][C:17]([CH3:18])([CH3:19])[CH3:20])=[O:21])[CH3:22]. The reactants are BrC=1C(=C(C=C(C1)F)CO)C ((3-bromo-5-fluoro-2-methyl-phenyl)-methanol), Tl(CF3COO)3, FC(C(=O)O)(F)F (trifluoroacetic acid), [Li+].[Cl-] (LiCl), MgO. The reagents and catalysts are Cl[Pd]Cl (PdCl2). Reaction conditions: time 8 hour. The product is BrC=1C(=C2COC(C2=C(C1)F)=O)C (5-bromo-7-fluoro-4-methyl-3H-isobenzofuran-1-one). RXN SMILES: [Br:1][C:2]1[C:3]([CH3:11])=[C:4]([CH2:9][OH:10])[CH:5]=[C:6]([F:8])[CH:7]=1.[Li+].[Cl-].FC(F)(F)[C:16](O)=[O:17]>Cl[Pd]Cl>[Br:1][C:2]1[C:3]([CH3:11])=[C:4]2[C:5](=[C:6]([F:8])[CH:7]=1)[C:16](=[O:17])[O:10][CH2:9]2 |f:1.2|. Procedure details: To a solution of (3-bromo-5-fluoro-2-methyl-phenyl)-methanol (1.7 g, 7.76 mmol) in trifluoroacetic acid (20 mL) was added Tl(CF3COO)3 (4.2 g, 7.76 mmol). The resulting mixture was stirred at room temperature overnight, then concentrated to dryness. The residue was dissolved in MeOH (50 mL). To the mixture was added PdCl2 (137 mg, 0.776 mmol), LiCl (652 mg, 15.5 mmol) and MgO (652 mg, 15.5 mmol). The resulting mixture was reacted under a CO (50 psi) atmosphere at room temperature overnight, and t...